This data is from the Open Reaction Database (ORD), a public repository of structured organic reaction records. The task is: describe an organic reaction: reactants, conditions, products, and yield Reaction SMILES: [F:1][C:2]([F:17])([F:16])[C:3]1[CH:4]=[C:5]([CH:11]=[C:12]([CH:14]=C)[CH:13]=1)[C:6]([O:8][CH2:9][CH3:10])=[O:7].C[OH:19]>>[CH:14]([C:12]1[CH:11]=[C:5]([CH:4]=[C:3]([C:2]([F:17])([F:16])[F:1])[CH:13]=1)[C:6]([O:8][CH2:9][CH3:10])=[O:7])=[O:19]. Reaction conditions: temperature -78 celsius, time 2 hour. The reactants are FC(C=1C=C(C(=O)OCC)C=C(C1)C=C)(F)F (ethyl 3-(trifluoromethyl)-5-vinylbenzoate), CO (MeOH). Product: C(=O)C=1C=C(C(=O)OCC)C=C(C1)C(F)(F)F (ethyl 3-formyl-5-(trifluoromethyl)benzoate). Reported procedure: 25.39 g (103.96 mmol) of ethyl 3-(trifluoromethyl)-5-vinylbenzoate 33 is dissolved in dry MeOH (200 mL) and reaction vessel Is cooled down to −78° C. Then O3 is bubbled through for 1.5 hours until the reaction mixture turned dark blue. Then ozone is turned off and nitrogen is bubbled through the reaction mixture to remove extra ozone from the solution. 9.6 g of dimethyl sufide (155.95 mmol, 1.5 eq) is added and the reaction mixture is stirred at −78° C. for 2 hours followed by at room temperatur... Starting materials: NC1=C(C=C(C=C1)Cl)S (2-amino-5-chlorothiophenol), [OH-].[K+] (potassium hydroxide), C(C)O (ethanol). The product is ClC1=CC2=C(NC(C(S2)C2=CC=C(C=C2)Cl)=O)C=C1 (7-chloro-2-(4-chlorophenyl)-3-oxo-3,4-dihydro-2H-1,4-benzothiazine). Reaction SMILES: [NH2:1][C:2]1[CH:7]=[CH:6][C:5]([Cl:8])=[CH:4][C:3]=1[SH:9].[OH-].[K+].[CH2:12]([OH:14])[CH3:13]>>[Cl:8][C:5]1[CH:6]=[CH:7][C:2]2[NH:1][C:12](=[O:14])[CH:13]([C:2]3[CH:7]=[CH:6][C:5]([Cl:8])=[CH:4][CH:3]=3)[S:9][C:3]=2[CH:4]=1 |f:1.2|. Reported procedure: To a solution of 2-amino-5-chlorothiophenol (4.49 g) in ethanol (30 ml) is added 96 % potassium hydroxide (1.63 g), and the mixture is distilled to remove ethanol. The resulting solid material is suspended in toluene (70 ml) and thereto is added methyl ° -bromo-4-chlorophenylacetate (7.38 g), and the mixture is refluxed overnight. The reaction mixture is concentrated, and the resulting precipitate is separated by filtration, washed, dried, and then recrystallized from tetrahydrofuran-n-hexane to... The reactants are [OH-].[NH4+] (ammonium hydroxide), N=1C=CN2C1SC1=C2C=C(C=C1)N (imidazo[2,1-b]benzothiazol-6-amine), C(C)(=O)O (acetic acid), [O-]C#N.[K+] (potassium cyanate). Run in O (water), O (water). Conditions: time 8 hour. Product: N=1CCN2C1SC1=C2C=C(C=C1)NC(=O)N (N-(2,3-dihydroimidazo[2,1-b]benzothiazol-6-yl)urea). RXN SMILES: [N:1]1[CH:2]=[CH:3][N:4]2[C:8]3[CH:9]=[C:10]([NH2:13])[CH:11]=[CH:12][C:7]=3[S:6][C:5]=12.C(O)(=O)C.[O-:18][C:19]#[N:20].[K+].[OH-].[NH4+]>O>[N:1]1[CH2:2][CH2:3][N:4]2[C:8]3[CH:9]=[C:10]([NH:13][C:19]([NH2:20])=[O:18])[CH:11]=[CH:12][C:7]=3[S:6][C:5]=12 |f:2.3,4.5|. Reported procedure: To a stirred mixture of 3 parts of imidazo[2,1-b]benzothiazol-6-amine, 16 parts of acetic acid and 32 parts of water is added dropwise a solution of 1.54 parts of potassium cyanate in 32 parts of water (slightly exothermic reaction). Upon completion, stirring is continued overnight at room temperature. The reaction mixture is alkalized with ammonium hydroxide. Upon stirring, the product is precipitated. It is filtered off and dried, yielding 3 parts of N-(2,3-dihydroimidazo[2,1-b]benzothiazol-6-...